This data is from the Open Reaction Database (ORD), a public repository of structured organic reaction records. The task is: describe an organic reaction: reactants, conditions, products, and yield Starting materials: COC(=O)COC(=O)c1ccccc1C1(Cl)CC(F)=C(N=C=S)S1, Cc1ccccc1, C1CCNNC1. Yields the product COC(=O)COC(=O)c1ccccc1C1(Cl)CC(F)=C(NC(=S)N2CCCCN2)S1. RXN SMILES: [CH3:1][O:2][C:3](=[O:4])[CH2:5][O:6][C:7]([c:8]1[cH:9][cH:10][cH:11][cH:12][c:13]1[C:14]1([Cl:23])[S:15][C:16]([N:20]=[C:21]=[S:22])=[C:17]([F:19])[CH2:18]1)=[O:24].[CH3:31][c:32]1[cH:33][cH:34][cH:35][cH:36][cH:37]1.[NH:25]1[NH:26][CH2:27][CH2:28][CH2:29][CH2:30]1>>[CH3:1][O:2][C:3](=[O:4])[CH2:5][O:6][C:7]([c:8]1[cH:9][cH:10][cH:11][cH:12][c:13]1[C:14]1([Cl:23])[S:15][C:16]([NH:20][C:21](=[S:22])[N:25]2[NH:26][CH2:27][CH2:28][CH2:29][CH2:30]2)=[C:17]([F:19])[CH2:18]1)=[O:24].